Task: describe an organic reaction: reactants, conditions, products, and yield. Dataset: the Open Reaction Database (ORD), a public repository of structured organic reaction records Reactants: [BH4-], CC(C)(C)OC(=O)N1CCC(CC=O)(c2ccc(Br)cc2)CC1, CC(C)O, [Na+]. As a reaction SMILES: [BH4-:24].[C:1]([CH3:2])([CH3:3])([CH3:4])[O:5][C:6](=[O:7])[N:8]1[CH2:9][CH2:10][C:11]([CH2:14][CH:15]=[O:16])([c:17]2[cH:18][cH:19][c:20]([Br:23])[cH:21][cH:22]2)[CH2:12][CH2:13]1.[CH:26]([CH3:27])([CH3:28])[OH:29].[Na+:25]>>[C:1]([CH3:2])([CH3:3])([CH3:4])[O:5][C:6](=[O:7])[N:8]1[CH2:9][CH2:10][C:11]([c:17]2[cH:18][cH:19][c:20]([Br:23])[cH:21][cH:22]2)([CH2:26][OH:29])[CH2:12][CH2:13]1. The product is CC(C)(C)OC(=O)N1CCC(CO)(c2ccc(Br)cc2)CC1.